Dataset: the Open Reaction Database (ORD), a public repository of structured organic reaction records. Task: describe an organic reaction: reactants, conditions, products, and yield RXN SMILES: [C:44](=[O:45])([O-:46])[O-:47].[CH2:50]1[O:51][CH2:52][CH2:53][O:54][CH2:55]1.[Cs+:48].[Cs+:49].[I:36][c:37]1[cH:38][c:39](=[O:43])[nH:40][cH:41][cH:42]1.[OH:1][C:2]([CH2:3][C:4]1([c:28]2[cH:29][cH:30][cH:31][cH:32][cH:33]2)[CH2:5][CH2:6][N:7]([CH:11]([CH3:12])[c:13]2[cH:14][cH:15][c:16]([B:19]3[O:20][C:21]([CH3:22])([CH3:23])[C:24]([CH3:25])([CH3:26])[O:27]3)[cH:17][cH:18]2)[C:8](=[O:10])[O:9]1)([CH3:34])[CH3:35]>>[OH:1][C:2]([CH2:3][C:4]1([c:28]2[cH:29][cH:30][cH:31][cH:32][cH:33]2)[CH2:5][CH2:6][N:7]([CH:11]([CH3:12])[c:13]2[cH:14][cH:15][c:16](-[c:37]3[cH:38][c:39](=[O:43])[nH:40][cH:41][cH:42]3)[cH:17][cH:18]2)[C:8](=[O:10])[O:9]1)([CH3:34])[CH3:35]. The product is CC(c1ccc(-c2cc[nH]c(=O)c2)cc1)N1CCC(CC(C)(C)O)(c2ccccc2)OC1=O. The reactants are O=C([O-])[O-], C1COCCO1, [Cs+], [Cs+], O=c1cc(I)cc[nH]1, CC(c1ccc(B2OC(C)(C)C(C)(C)O2)cc1)N1CCC(CC(C)(C)O)(c2ccccc2)OC1=O. The reactants are [H-].[Na+] (Sodium hydride), [I-].C[S+](=O)(C)C (trimethylsulphoxonium iodide), C(C)(=O)C1=CC=NC=C1 (4-acetyl-pyridine). The solvent is C1CCOC1 (THF). Yields the product CC1(OC1)C1=CC=NC=C1 (2-methyl-2-[4-pyridyl]oxirane). As a reaction SMILES: [H-].[Na+].[I-].[CH3:4][S+](C)(C)=O.[C:9]([C:12]1[CH:17]=[CH:16][N:15]=[CH:14][CH:13]=1)(=[O:11])[CH3:10]>C1COCC1>[CH3:10][C:9]1([C:12]2[CH:17]=[CH:16][N:15]=[CH:14][CH:13]=2)[CH2:4][O:11]1 |f:0.1,2.3|. Procedure details: Sodium hydride (5.0 g of a 50% dispersion in oil) was added portionwise to a stirred suspension of trimethylsulphoxonium iodide (22.0 g) in THF (150 cm3) and the mixture was heated under reflux for 3 hours. After cooling to 40°, 4-acetyl-pyridine (10.0 g) was added and the mixture was again heated under reflux for 1 hour. The cooled mixture was evaporated in vacuo, partitioned between ether (100 cm3) and water (50 cm3) and the aqueous phase was further extracted with ether (2×50 cm3). The combin... Starting materials: CCOC(=O)Cc1cnnc(-c2ccc(C(CC)(CC)c3ccc(CCC(O[Si](C)(C)C(C)(C)C)C(C)(C)C)c(C)c3)cc2C)c1, ClCCl, O=C(O)C(F)(F)F. Reaction SMILES: [CH2:8]([CH3:9])[O:10][C:11]([CH2:12][c:13]1[cH:14][n:15][n:16][c:17](-[c:19]2[c:20]([CH3:52])[cH:21][c:22]([C:25]([CH2:26][CH3:27])([CH2:28][CH3:29])[c:30]3[cH:31][c:32]([CH3:51])[c:33]([CH2:36][CH2:37][CH:38]([C:39]([CH3:40])([CH3:41])[CH3:42])[O:43][Si:44]([C:45]([CH3:46])([CH3:47])[CH3:48])([CH3:49])[CH3:50])[cH:34][cH:35]3)[cH:23][cH:24]2)[cH:18]1)=[O:53].[Cl:54][CH2:55][Cl:56].[OH:1][C:2]([C:3]([F:4])([F:5])[F:6])=[O:7]>>[CH2:8]([CH3:9])[O:10][C:11]([CH2:12][c:13]1[cH:14][n:15][n:16][c:17](-[c:19]2[c:20]([CH3:52])[cH:21][c:22]([C:25]([CH2:26][CH3:27])([CH2:28][CH3:29])[c:30]3[cH:31][c:32]([CH3:51])[c:33]([CH2:36][CH2:37][CH:38]([C:39]([CH3:40])([CH3:41])[CH3:42])[OH:43])[cH:34][cH:35]3)[cH:23][cH:24]2)[cH:18]1)=[O:53]. Yields the product CCOC(=O)Cc1cnnc(-c2ccc(C(CC)(CC)c3ccc(CCC(O)C(C)(C)C)c(C)c3)cc2C)c1. Reactants: OC1=CC(C(=O)OCC)=NC2=CC=CC=C12 (4-Hydroxyquinaldic acid, ethyl ester), C(C=C)Br (allyl bromide), C([O-])([O-])=O.[K+].[K+] (potassium carbonate). Solvent: CN(C=O)C (dimethylformamide). The product is C(C=C)OC1=CC(C(=O)OCC)=NC2=CC=CC=C12 (4-allyloxyquinaldic acid, ethyl ester). RXN SMILES: [OH:1][C:2]1[C:16]2[C:11](=[CH:12][CH:13]=[CH:14][CH:15]=2)[N:10]=[C:4]([C:5]([O:7][CH2:8][CH3:9])=[O:6])[CH:3]=1.[CH2:17](Br)[CH:18]=[CH2:19].C(=O)([O-])[O-].[K+].[K+]>CN(C)C=O>[CH2:19]([O:1][C:2]1[C:16]2[C:11](=[CH:12][CH:13]=[CH:14][CH:15]=2)[N:10]=[C:4]([C:5]([O:7][CH2:8][CH3:9])=[O:6])[CH:3]=1)[CH:18]=[CH2:17] |f:2.3.4|. Procedure: 4-Hydroxyquinaldic acid, ethyl ester (16 g), allyl bromide (22.5 g) and anhydrous potassium carbonate (30 g) in dimethylformamide (300 ml) were stirred and heated on a steam bath for 20 hours. The mixture was filtered, the filtrate was evaporated and the residue was crystallised from a mixture of ethyl acetate and light petroleum (b.p. 60°-80°) to give 4-allyloxyquinaldic acid, ethyl ester. Starting materials: ClC(=O)OC (methyl chloroformate), [H-].[Na+] (Sodium hydride), FC1=C(C2=CC=C(C(=C2C=C1)C(F)(F)F)OC)C(=O)NCC(=O)OC(C)(C)C (N-[[2-fluoro-6-methoxy-5-(trifluoromethyl)-1-naphthalenyl]carbonyl]glycine, 1,1-dimethylethyl ester), [H][H] (hydrogen). Solvent: C1CCOC1 (THF), C1CCOC1 (THF). Reaction conditions: time 30 minute. Yields the product FC1=C(C2=CC=C(C(=C2C=C1)C(F)(F)F)OC)C(=O)N(CC(=O)OC(C)(C)C)C(=O)OC (N-[[2-Fluoro-6-methoxy-5-(trifluoromethyl)-1-naphthalenyl]carbonyl]-N-(methoxycarbonyl)glycine, 1,1-Dimethylethyl Ester). Yield: 75.0%. As a reaction SMILES: [H-].[Na+].[F:3][C:4]1[CH:13]=[CH:12][C:11]2[C:6](=[CH:7][CH:8]=[C:9]([O:18][CH3:19])[C:10]=2[C:14]([F:17])([F:16])[F:15])[C:5]=1[C:20]([NH:22][CH2:23][C:24]([O:26][C:27]([CH3:30])([CH3:29])[CH3:28])=[O:25])=[O:21].[H][H].Cl[C:34]([O:36][CH3:37])=[O:35]>C1COCC1>[F:3][C:4]1[CH:13]=[CH:12][C:11]2[C:6](=[CH:7][CH:8]=[C:9]([O:18][CH3:19])[C:10]=2[C:14]([F:17])([F:16])[F:15])[C:5]=1[C:20]([N:22]([C:34]([O:36][CH3:37])=[O:35])[CH2:23][C:24]([O:26][C:27]([CH3:30])([CH3:29])[CH3:28])=[O:25])=[O:21] |f:0.1|. Reported procedure: Sodium hydride (80% dispersion in mineral oil, 1.81 g, 1.1 eq) was added to a stirred, room temperature solution of N-[[2-fluoro-6-methoxy-5-(trifluoromethyl)-1-naphthalenyl]carbonyl]glycine, 1,1-dimethylethyl ester (21.98 g, 54.76 mmol) in dry THF (450 mL) under a dry N2 atmosphere. The suspension was heated in a 50° C. oil bath until hydrogen evolution ceased (approximately 2 hours). The reaction mixture was cooled to 0°-5° C. and a solution of methyl chloroformate (5.76 mL, 1.36 eq) in dry TH... Reactants: C1(=CC=CC=C1)B(O)O (phenylboronic acid), C([O-])([O-])=O.[Cs+].[Cs+] (caesium carbonate), O (water), BrC1=C(C(=CC=C1)[N+](=O)[O-])OC[C@H](NC(=O)OC(C)(C)C)C(=O)O (O-(2-bromo-6-nitrophenyl)-N-(tert-butoxycarbonyl)-L-serine). The reagents and catalysts are C1=CC=C(C=C1)P([C-]2C=CC=C2)C3=CC=CC=C3.C1=CC=C(C=C1)P([C-]2C=CC=C2)C3=CC=CC=C3.Cl[Pd]Cl.[Fe+2] (1,1′-bis(diphenylphosphino)ferrocenepalladium chloride). The solvent is O1CCOCC1 (dioxane). Conditions: temperature 100 celsius. Yields the product C(C)(C)(C)OC(=O)N[C@@H](COC1=C(C=CC=C1[N+](=O)[O-])C1=CC=CC=C1)C(=O)O (N-(tert-butoxycarbonyl)-O-(3-nitrobiphenyl-2-yl)-L-serine). RXN SMILES: [C:1]1(B(O)O)[CH:6]=[CH:5][CH:4]=[CH:3][CH:2]=1.C(=O)([O-])[O-].[Cs+].[Cs+].O.Br[C:18]1[CH:23]=[CH:22][CH:21]=[C:20]([N+:24]([O-:26])=[O:25])[C:19]=1[O:27][CH2:28][C@@H:29]([C:38]([OH:40])=[O:39])[NH:30][C:31]([O:33][C:34]([CH3:37])([CH3:36])[CH3:35])=[O:32]>C1C=CC(P(C2C=CC=CC=2)[C-]2C=CC=C2)=CC=1.C1C=CC(P(C2C=CC=CC=2)[C-]2C=CC=C2)=CC=1.Cl[Pd]Cl.[Fe+2].O1CCOCC1>[C:34]([O:33][C:31]([NH:30][C@H:29]([C:38]([OH:40])=[O:39])[CH2:28][O:27][C:19]1[C:20]([N+:24]([O-:26])=[O:25])=[CH:21][CH:22]=[CH:23][C:18]=1[C:1]1[CH:6]=[CH:5][CH:4]=[CH:3][CH:2]=1)=[O:32])([CH3:37])([CH3:36])[CH3:35] |f:1.2.3,6.7.8.9|. Procedure: 331 mg of phenylboronic acid (2.72 mmol), 50.3 mg of 1,1′-bis(diphenylphosphino)ferrocenepalladium chloride (C35H30Cl4FeP2Pd, MW 816.65, 0.025 mmol) and 3.22 g of caesium carbonate (9.87 mmol) are introduced into a 100 mL round-bottomed flask, with stirring and under an argon atmosphere, containing 16 mL of water, 5 mL of dioxane and 1 g of 34 (2.47 mmol). The medium is heated at 100° C., with stirring, for 1 h. The dioxane is concentrated and the aqueous phase is acidified to pH 2-3, extracted ...